Dataset: the Open Reaction Database (ORD), a public repository of structured organic reaction records. Task: describe an organic reaction: reactants, conditions, products, and yield Reported procedure: 28.5 gm of succinic acid monomethylamide (0.216 mol) were melted with 35.4 gm of H3PO3 (0.432 mol) at 70° C. and then slowly mixed with 37.8 ml of PCl3 (0.432 mol). After an additional 5 hours at 70° C., the product was hydrolyzed with 300 ml of H2O. Filtration with activated carbon at the boiling point yielded a clear solution from which the N-methyl-pyrrolidone-5,5-diphosphonic acid was precipitated with ethanol and acetone. Crude yield 4.2 gm (7% of the theory). Starting materials: CNC(CCC(=O)O)=O (succinic acid monomethylamide), OP(=O)O (H3PO3), P(Cl)(Cl)Cl (PCl3). RXN SMILES: [CH3:1][NH:2][C:3](=O)[CH2:4][CH2:5][C:6]([OH:8])=O.[OH:10][PH:11]([OH:13])=[O:12].P(Cl)(Cl)Cl>O>[CH3:1][N:2]1[C:3]([P:11]([OH:13])(=[O:10])[OH:12])([P:11]([OH:13])(=[O:10])[OH:12])[CH2:4][CH2:5][C:6]1=[O:8]. Reaction conditions: time 5 hour. Run in O (H2O). Product: CN1C(CCC1(P(O)(=O)O)P(O)(=O)O)=O (N-methyl-pyrrolidone-5,5-diphosphonic acid). Reactants: C([O-])([O-])=O.[Na+].[Na+] (sodium carbonate), COC1=C(CN2C(C(NCC2)=O)C)C=CC(=C1)OC (4-(2,4-dimethoxybenzyl)-3-methylpiperazin-2-one), F[B-](F)(F)F.C(C)[O+](CC)CC (triethyloxonium tetrafluoroborate). The solvent is O (water), C(Cl)Cl (DCM). Reaction conditions: time 1 hour. Product: COC1=C(CN2CCN=C(C2C)OCC)C=CC(=C1)OC (1-(2,4-dimethoxybenzyl)-5-ethoxy-6-methyl-1,2,3,6-tetrahydropyrazine). Reaction SMILES: C(=O)([O-])[O-].[Na+].[Na+].[CH3:7][O:8][C:9]1[CH:23]=[C:22]([O:24][CH3:25])[CH:21]=[CH:20][C:10]=1[CH2:11][N:12]1[CH2:17][CH2:16][NH:15][C:14](=[O:18])[CH:13]1[CH3:19].F[B-](F)(F)F.[CH2:31]([O+](CC)CC)[CH3:32]>C(Cl)Cl.O>[CH3:7][O:8][C:9]1[CH:23]=[C:22]([O:24][CH3:25])[CH:21]=[CH:20][C:10]=1[CH2:11][N:12]1[CH:13]([CH3:19])[C:14]([O:18][CH2:31][CH3:32])=[N:15][CH2:16][CH2:17]1 |f:0.1.2,4.5|. Procedure: Oven-dried (115° C.) sodium carbonate (18.6 g, 98 mmol, 2.25 eq.) was placed in a 500 mL round-bottom flask. The round-bottom flask was backfilled with Ar and then capped with a rubber septum. A solution of 4-(2,4-dimethoxybenzyl)-3-methylpiperazin-2-one 1.1a (20.6 g, 78 mmol, 1 eq.) in anhydrous DCM (250 mL) was added, followed by triethyloxonium tetrafluoroborate (18.6 g, 98 mmol, 1.25 eq.) in one portion. Thereafter, the reaction mixture was stirred further at RT for 1 h whereupon the reactio... Procedure details: A portion of the crude reaction product (3600 g) was dissolved in approximately 6 liters of ethyl acetate and extracted with distilled water (3×3 L) to provide a first aqueous fraction and again extracted with water (6× 3 L) to provide a second aqueous fraction. Analysis of the aqueous extracts by HPLC indicated that essentially all of the monoacetoacetin contained in the crude reaction product was removed in the first aqueous fraction. Using a freeze-dryer, water was removed from the second aqu... The reactants are product, CC(=O)CC(=O)O.C(C(CO)O)O (monoacetoacetin). RXN SMILES: [CH3:1][C:2]([CH2:4][C:5]([OH:7])=[O:6])=[O:3].[CH2:8]([OH:13])[CH:9]([OH:12])[CH2:10]O>C(OCC)(=O)C>[C:5]([O:7][CH2:10][CH:9]([CH2:8][OH:13])[O:12][C:5](=[O:6])[CH2:4][C:2]([CH3:1])=[O:3])(=[O:6])[CH2:4][C:2]([CH3:1])=[O:3] |f:0.1|. The product is C(CC(=O)C)(=O)OCC(OC(CC(=O)C)=O)CO (Glycerol bis-acetoacetate). The solvent is C(C)(=O)OCC (ethyl acetate). Starting materials: CO, COC(=O)c1cc(F)ccc1Nc1ccnc2c(C(F)(F)F)cccc12, [Na+], [OH-]. Yields the product O=C(O)c1cc(F)ccc1Nc1ccnc2c(C(F)(F)F)cccc12. Reaction SMILES: [CH3:29][OH:30].[F:1][C:2]([c:3]1[cH:4][cH:5][cH:6][c:7]2[c:8]([NH:13][c:14]3[c:15]([C:16](=[O:17])[O:18][CH3:19])[cH:20][c:21]([F:24])[cH:22][cH:23]3)[cH:9][cH:10][n:11][c:12]12)([F:25])[F:26].[Na+:28].[OH-:27]>>[F:1][C:2]([c:3]1[cH:4][cH:5][cH:6][c:7]2[c:8]([NH:13][c:14]3[c:15]([C:16](=[O:17])[OH:18])[cH:20][c:21]([F:24])[cH:22][cH:23]3)[cH:9][cH:10][n:11][c:12]12)([F:25])[F:26]. Starting materials: ClCCl, CC(C)(C)OC(=O)NC1CCN(CCn2c(=O)ccc3cccnc32)CC1, O=C(O)C(F)(F)F. The product is NC1CCN(CCn2c(=O)ccc3cccnc32)CC1. As a reaction SMILES: [Cl:28][CH2:29][Cl:30].[O:1]=[c:2]1[n:3]([CH2:12][CH2:13][N:14]2[CH2:15][CH2:16][CH:17]([NH:20][C:21](=[O:22])[O:23][C:24]([CH3:25])([CH3:26])[CH3:27])[CH2:18][CH2:19]2)[c:4]2[n:5][cH:6][cH:7][cH:8][c:9]2[cH:10][cH:11]1.[OH:31][C:32]([C:33]([F:34])([F:35])[F:36])=[O:37]>>[O:1]=[c:2]1[n:3]([CH2:12][CH2:13][N:14]2[CH2:15][CH2:16][CH:17]([NH2:20])[CH2:18][CH2:19]2)[c:4]2[n:5][cH:6][cH:7][cH:8][c:9]2[cH:10][cH:11]1. The reactants are CCC(=O)Oc1ccc(C=C(C)C(=O)O)cc1OC, N, C1COCCO1. Yields the product COc1cc(C=C(C)C(=O)O)ccc1O. RXN SMILES: [CH3:1][O:2][c:3]1[cH:4][c:5]([CH:6]=[C:7]([C:8](=[O:9])[OH:10])[CH3:11])[cH:12][cH:13][c:14]1[O:15][C:16](=[O:17])[CH2:18][CH3:19].[NH3:20].[O:21]1[CH2:22][CH2:23][O:24][CH2:25][CH2:26]1>>[CH3:1][O:2][c:3]1[cH:4][c:5]([CH:6]=[C:7]([C:8](=[O:9])[OH:10])[CH3:11])[cH:12][cH:13][c:14]1[OH:15]. Starting materials: Cl, C1COCCO1, C=COC(=O)N1CC2C(C1)S(=O)(=O)CCC2(c1ccccc1)c1ccccc1. The product is Cl, O=S1(=O)CCC(c2ccccc2)(c2ccccc2)C2CNCC21. RXN SMILES: [ClH:29].[O:30]1[CH2:31][CH2:32][O:33][CH2:34][CH2:35]1.[c:1]1([C:7]2([c:23]3[cH:24][cH:25][cH:26][cH:27][cH:28]3)[CH2:8][CH2:9][S:10](=[O:21])(=[O:22])[CH:11]3[CH2:12][N:13]([C:16]([O:17][CH:18]=[CH2:19])=[O:20])[CH2:14][CH:15]23)[cH:2][cH:3][cH:4][cH:5][cH:6]1>>[ClH:29].[c:1]1([C:7]2([c:23]3[cH:24][cH:25][cH:26][cH:27][cH:28]3)[CH2:8][CH2:9][S:10](=[O:21])(=[O:22])[CH:11]3[CH2:12][NH:13][CH2:14][CH:15]23)[cH:2][cH:3][cH:4][cH:5][cH:6]1. The reactants are CC(C)(C)C(=O)OCc1cccc(Cl)c1NC(=O)c1cnc(N)s1, C1CCOC1, Cc1nc(Cl)cc(Cl)n1, Cl. Product: Cc1nc(Cl)cc(Nc2ncc(C(=O)Nc3c(Cl)cccc3COC(=O)C(C)(C)C)s2)n1. Reaction SMILES: [C:1]([C:2]([CH3:3])([CH3:4])[CH3:5])(=[O:6])[O:7][CH2:8][c:9]1[c:10]([NH:16][C:17](=[O:18])[c:19]2[cH:20][n:21][c:22]([NH2:24])[s:23]2)[c:11]([Cl:15])[cH:12][cH:13][cH:14]1.[CH2:35]1[O:36][CH2:37][CH2:38][CH2:39]1.[Cl:25][c:26]1[n:27][c:28]([CH3:33])[n:29][c:30]([Cl:32])[cH:31]1.[ClH:34]>>[C:1]([C:2]([CH3:3])([CH3:4])[CH3:5])(=[O:6])[O:7][CH2:8][c:9]1[c:10]([NH:16][C:17](=[O:18])[c:19]2[cH:20][n:21][c:22]([NH:24][c:30]3[n:29][c:28]([CH3:33])[n:27][c:26]([Cl:25])[cH:31]3)[s:23]2)[c:11]([Cl:15])[cH:12][cH:13][cH:14]1. The reactants are CC(C)C1=CC2=C(N=C3N(C2=O)C=C(C=C3)C(=O)N)S1 (2-(1-methylethyl)-4-oxo-4H-pyrido[1,2-a]thieno[2,3-d]pyrimidine-7-carboxamide), C(Cl)(Cl)Cl (chloroform). The solvent is P(=O)(Cl)(Cl)Cl (phosphorus oxychloride). Product: CC(C)C1=CC2=C(N=C3N(C2=O)C=C(C=C3)C#N)S1 (2-(1-methylethyl)-4-oxo-4H-pyrido[1,2-a]thieno[2,3-d]pyrimidine-7-carbonitrile). As a reaction SMILES: [CH3:1][CH:2]([C:4]1[S:20][C:7]2[N:8]=[C:9]3[CH:16]=[CH:15][C:14]([C:17]([NH2:19])=O)=[CH:13][N:10]3[C:11](=[O:12])[C:6]=2[CH:5]=1)[CH3:3].C(Cl)(Cl)Cl>P(Cl)(Cl)(Cl)=O>[CH3:3][CH:2]([C:4]1[S:20][C:7]2[N:8]=[C:9]3[CH:16]=[CH:15][C:14]([C:17]#[N:19])=[CH:13][N:10]3[C:11](=[O:12])[C:6]=2[CH:5]=1)[CH3:1]. Reported procedure: 2-(1-Methylethyl)-4-oxo-4H-pyrido[1,2-a]thieno[2,3-d]pyrimidine-7-carboxamide (Example 15), 8.7 g (0.0303 mol), in 250 ml of phosphorus oxychloride and 250 ml of chloroform is refluxed on a steam bath for four hours under nitrogen. The chloroform and excess phosphorus oxychloride are evaporated in vacuo and the residue is treated with 2 L of ice water. The resulting precipitate is filtered to give 5.3 g of 2-(1-methylethyl)-4-oxo-4H-pyrido[1,2-a]thieno[2,3-d]pyrimidine-7-carbonitrile; mp 225°-22... The reactants are O=C([O-])O, O=C(O)C1Cc2ccccc2C1, CO, [Na+], O=S(=O)(O)O. Yields the product COC(=O)C1Cc2ccccc2C1. Reaction SMILES: [C:18](=[O:19])([OH:20])[O-:21].[CH2:1]1[CH:2]([C:10](=[O:11])[OH:12])[CH2:3][c:4]2[cH:5][cH:6][cH:7][cH:8][c:9]21.[CH3:23][OH:24].[Na+:22].[S:13](=[O:14])(=[O:15])([OH:16])[OH:17]>>[CH2:1]1[CH:2]([C:10](=[O:11])[O:12][CH3:18])[CH2:3][c:4]2[cH:5][cH:6][cH:7][cH:8][c:9]21.